From a dataset of the Open Reaction Database (ORD), a public repository of structured organic reaction records. describe an organic reaction: reactants, conditions, products, and yield Reactants: O=C(CBr)c1ccncc1, Br, C1=C(N2CCCC2)CCN(Cc2ccccc2)C1, O, c1ccccc1. Product: O=C(CC1CN(Cc2ccccc2)CCC1=O)c1ccncc1. RXN SMILES: [Br:20][CH2:21][C:22](=[O:23])[c:24]1[cH:25][cH:26][n:27][cH:28][cH:29]1.[BrH:19].[CH2:1]([c:2]1[cH:3][cH:4][cH:5][cH:6][cH:7]1)[N:8]1[CH2:9][CH2:10][C:11]([N:14]2[CH2:15][CH2:16][CH2:17][CH2:18]2)=[CH:12][CH2:13]1.[OH2:30].[cH:31]1[cH:32][cH:33][cH:34][cH:35][cH:36]1>>[CH2:1]([c:2]1[cH:3][cH:4][cH:5][cH:6][cH:7]1)[N:8]1[CH2:9][CH2:10][C:11](=[O:30])[CH:12]([CH2:21][C:22](=[O:23])[c:24]2[cH:25][cH:26][n:27][cH:28][cH:29]2)[CH2:13]1. The reactants are [Al] (aluminum), C(C)(C)(C)C1=CC(C(C(=C1)C(C)(C)C)=O)(C(F)(F)F)O (4,6-di-tert-butyl-2-hydroxy-2-trifluoromethyl-3,5-cyclohexadien-1-one), mercuric chloride. Run in O (water), O (water), O (water). Yields the product C(C)(C)(C)C1=C(C(=CC(=C1)C(C)(C)C)C(F)(F)F)O (2,4-di-tert-butyl-6-trifluoromethylphenol). Isolated yield 72.2%. RXN SMILES: [Al].[C:2]([C:6]1[CH:11]=[C:10]([C:12]([CH3:15])([CH3:14])[CH3:13])[C:9](=[O:16])[C:8](O)([C:17]([F:20])([F:19])[F:18])[CH:7]=1)([CH3:5])([CH3:4])[CH3:3]>O>[C:12]([C:10]1[CH:11]=[C:6]([C:2]([CH3:3])([CH3:4])[CH3:5])[CH:7]=[C:8]([C:17]([F:19])([F:20])[F:18])[C:9]=1[OH:16])([CH3:13])([CH3:14])[CH3:15]. Procedure: A strip of aluminum foil weighing 293 mg (11 mmol) was amalgamated by immersion in a solution of 2% mercuric chloride in water for 15 sec., washed with absolute ethanol followed by diethyl ether, cut into small pieces, and added to a solution of 315 mg (1.1 mmol) of 4,6-di-tert-butyl-2-hydroxy-2-trifluoromethyl-3,5-cyclohexadien-1-one in 25 mL of 10% water--90% tetrahydrofuran. The resulting mixture was heated at 60°-70° C. for 2 hours, allowed to cool to room temperature, and filtered. The filt... Reactants: C1CCOC1, CC1(C)C(=O)c2c(Cl)cccc2C1O, Cl, CC(C)(C)OC(=O)N=NC(=O)OC(C)(C)C, C1COCCO1, c1ccc(P(c2ccccc2)c2ccccc2)cc1, COC(=O)c1c[nH]cn1. The product is COC(=O)c1cncn1C1c2cccc(Cl)c2C(=O)C1(C)C. RXN SMILES: [CH2:66]1[O:67][CH2:68][CH2:69][CH2:70]1.[Cl:1][c:2]1[cH:3][cH:4][cH:5][c:6]2[c:10]1[C:9](=[O:11])[C:8]([CH3:12])([CH3:13])[CH:7]2[OH:14].[ClH:59].[N:43]([C:44]([O:45][C:46]([CH3:47])([CH3:48])[CH3:49])=[O:50])=[N:51][C:52]([O:53][C:54]([CH3:55])([CH3:56])[CH3:57])=[O:58].[O:60]1[CH2:61][CH2:62][O:63][CH2:64][CH2:65]1.[c:24]1([P:25]([c:26]2[cH:27][cH:28][cH:29][cH:30][cH:31]2)[c:32]2[cH:33][cH:34][cH:35][cH:36][cH:37]2)[cH:38][cH:39][cH:40][cH:41][cH:42]1.[nH:15]1[cH:16][n:17][c:18]([C:20](=[O:21])[O:22][CH3:23])[cH:19]1>>[Cl:1][c:2]1[cH:3][cH:4][cH:5][c:6]2[c:10]1[C:9](=[O:11])[C:8]([CH3:12])([CH3:13])[CH:7]2[n:17]1[cH:16][n:15][cH:19][c:18]1[C:20](=[O:21])[O:22][CH3:23].